From a dataset of the Open Reaction Database (ORD), a public repository of structured organic reaction records. describe an organic reaction: reactants, conditions, products, and yield Starting materials: BrC=1C=CC2=C(C=CS2)C1 (5-Bromobenzothiophene), [Br-].C(C1=CC=CC=C1)[Zn+] (benzyl zinc(II) bromide). Reagents/catalysts: CC(C)([P](C(C)(C)C)([Pd][P](C(C)(C)C)(C(C)(C)C)C(C)(C)C)C(C)(C)C)C (Pd(PtBu3)2). The solvent is C(C)(=O)OCC (ethyl acetate), C1CCOC1 (THF). Run at temperature 100 celsius. Product: C(C1=CC=CC=C1)C=1C=CC2=C(C=CS2)C1 (5-Benzylbenzothiophene). Isolated yield 65.0%. Reaction SMILES: Br[C:2]1[CH:3]=[CH:4][C:5]2[S:9][CH:8]=[CH:7][C:6]=2[CH:10]=1.[Br-].[CH2:12]([Zn+])[C:13]1[CH:18]=[CH:17][CH:16]=[CH:15][CH:14]=1>C1COCC1.C(OCC)(=O)C.CC(C)([P](C(C)(C)C)([Pd][P](C(C)(C)C)(C(C)(C)C)C(C)(C)C)C(C)(C)C)C>[CH2:12]([C:2]1[CH:3]=[CH:4][C:5]2[S:9][CH:8]=[CH:7][C:6]=2[CH:10]=1)[C:13]1[CH:18]=[CH:17][CH:16]=[CH:15][CH:14]=1 |f:1.2,^1:33,39|. Reported procedure: 5-Bromobenzothiophene (2.13 g, 10 mmol) was dissolved in a THF solution of benzyl zinc(II) bromide (0.5M, 10 mL, 20 mmol) in a microwave reaction tube. Pd(PtBu3)2 (255 mg, 0.5 mmol) was added to this solution. The mixture was purged with N2 gas for 3-5 minutes and heated at 100° C. for 30 minutes under microwave irradiation. Upon completion of the reaction, the reaction mixture was diluted with ethyl acetate (150 mL), washed with 1N HCl aqueous solution, brine, filtered through Celite. The filtr... Yields the product C(C)OC1=C(C(=O)N)C=C(C=C1)S(=O)(=O)N1CCN(CC1)CC (2-ethoxy-5-(4-ethylpiperazin-1-yl-sulfonyl)benzamide). Isolated yield 86.0%. Reactants: C(C)OC1=C(C(=O)N)C=CC=C1 (Orthoethoxybenzamide), ClS(=O)(=O)O (chlorosulfonic acid), S(=O)(Cl)Cl (thionyl chloride), C(C)N1CCNCC1 (N-ethylpiperazine). Reaction conditions: time 1 hour. RXN SMILES: [CH2:1]([O:3][C:4]1[CH:12]=[CH:11][CH:10]=[CH:9][C:5]=1[C:6]([NH2:8])=[O:7])[CH3:2].Cl[S:14]([OH:17])(=O)=[O:15].S(Cl)(Cl)=O.[CH2:22]([N:24]1[CH2:29][CH2:28][NH:27][CH2:26][CH2:25]1)[CH3:23]>ClCCl.O>[CH2:1]([O:3][C:4]1[CH:12]=[CH:11][C:10]([S:14]([N:27]2[CH2:28][CH2:29][N:24]([CH2:22][CH3:23])[CH2:25][CH2:26]2)(=[O:17])=[O:15])=[CH:9][C:5]=1[C:6]([NH2:8])=[O:7])[CH3:2]. Procedure: Orthoethoxybenzamide (33.0 g, 0.20 mol) was added into a mixture of chlorosulfonic acid (60 mL) and thionyl chloride (20 mL) cooled by an ice bath in batches, and the temperature of the reaction system was kept below 20° C. After the completion of reaction identified by TLC, the reactant liquid was poured into chopped ice to separate a white solid. The product was extracted out with dichloromethane (200 mL), and N-ethylpiperazine (45.6 g, 0.40 mol) was added therein under an ice bath. The reacti... Run in ClCCl (dichloromethane), O (Water). The solvent is C(C)(=O)O (acetic acid), CO (methanol). Reported procedure: 50 ml of aqueous N phosphoric acid and 39.3 g of the hydrochloride of 4-piperidone monohydrate were added under a nitrogen atmosphere to a stirred solution of 10 g of indole in 200 ml of acetic acid heated to 95°-100° C. and the mixture was held at 100° C. for one hour and was then cooled. The mixture was poured into 350 ml of concentrated ammonium hydroxide containing ice and the mixture was extracted with ethyl acetate. The organic extract was washed with water, with aqueous sodium chloride so... RXN SMILES: P(=O)(O)(O)O.Cl.O.[NH:8]1[CH2:13][CH2:12][C:11](=O)[CH2:10][CH2:9]1.[NH:15]1[C:23]2[C:18](=[CH:19][CH:20]=[CH:21][CH:22]=2)[CH:17]=[CH:16]1.[OH-].[NH4+]>C(O)(=O)C.CO>[NH:8]1[CH2:13][CH:12]=[C:11]([C:17]2[C:18]3[C:23](=[CH:22][CH:21]=[CH:20][CH:19]=3)[NH:15][CH:16]=2)[CH2:10][CH2:9]1 |f:2.3,5.6|. The product is N1CCC(=CC1)C1=CNC2=CC=CC=C12 (3-(1,2,3,6-tetrahydropyridin-4-yl)-1H-indole). Reaction conditions: time 1 hour. Reactants: P(O)(O)(O)=O (phosphoric acid), Cl (hydrochloride), O.N1CCC(CC1)=O (4-piperidone monohydrate), N1C=CC2=CC=CC=C12 (indole), [OH-].[NH4+] (ammonium hydroxide). The reactants are solid, BrC1=C2C=CC(=CC2=CC=C1O)C=1NC2=CC=CC=C2C1CCCCC (2-(5-bromo--6-hydroxy-2-naphthyl)-3-pentyl-1H-indole), BrCC(=O)OC (methyl bromoacetate). The product is COC(COC1=C(C2=CC=C(C=C2C=C1)C=1NC2=CC=CC=C2C1CCCCC)Br)=O ({[1-Bromo-6-(3-pentyl-1H-indol-2-yl)-2-naphthyl]oxy}acetic acid methyl ester). Reaction SMILES: [Br:1][C:2]1[C:11]([OH:12])=[CH:10][CH:9]=[C:8]2[C:3]=1[CH:4]=[CH:5][C:6]([C:13]1[NH:14][C:15]3[C:20]([C:21]=1[CH2:22][CH2:23][CH2:24][CH2:25][CH3:26])=[CH:19][CH:18]=[CH:17][CH:16]=3)=[CH:7]2.Br[CH2:28][C:29]([O:31][CH3:32])=[O:30]>>[CH3:32][O:31][C:29](=[O:30])[CH2:28][O:12][C:11]1[CH:10]=[CH:9][C:8]2[C:3](=[CH:4][CH:5]=[C:6]([C:13]3[NH:14][C:15]4[C:20]([C:21]=3[CH2:22][CH2:23][CH2:24][CH2:25][CH3:26])=[CH:19][CH:18]=[CH:17][CH:16]=4)[CH:7]=2)[C:2]=1[Br:1]. Procedure: The title compound was prepared as a solid (0.410 g, 58%) from 2-(5-bromo--6-hydroxy-2-naphthyl)-3-pentyl-1H-indole using methyl bromoacetate and the procedure from step 3 of Example 2; 1H NMR (DMSO-d6) δ 0.82 (t, J=7.0 Hz, 3H), 1.27-1.39 (m, 4H), 1.64-1.74 (m, 2H), 2.93 (t, J=7.3 Hz, 2H), 3.73 (s, 3H), 5.12 (s, 2H), 7.02 (t, J=7.5 Hz, 1H), 7.12 (t, J=7.0 Hz, 1H), 7.38 (d, J=8.0 Hz, 1H), 7.48 (d, J=9.2 Hz, 1H),7.57 (d, J=7.9 Hz, 1H), 7.93 (d, J=7.9 Hz, 1H), 8.03 (d, J=9.0 Hz, 1H), 8.14 (d, J=1.6... Reactants: BrC1=C(C=CC=C1)S (2-bromo-benzenethiol), C(C)(C)(C)OC(=O)N1CCC(CC1)=O (4-oxo-piperidine-1-carboxylic acid tert-butyl ester), C(C)(C)(C)OC(=O)N1CCC(CC1)(O)C1=C(C=CC(=C1)F)S (4-(5-fluoro-2-mercapto-phenyl)-4-hydroxy-piperidine-1-carboxylic acid tert-butyl ester). The product is C(C)(C)(C)OC(=O)N1CCC(CC1)(C1=C(C=CC=C1)S)O (4-Hydroxy-4-(2-mercapto-phenyl)-piperidine-1-carboxylic acid tert-butyl ester). As a reaction SMILES: BrC1C=CC=CC=1S.C(OC(N1CCC(=O)CC1)=O)(C)(C)C.[C:23]([O:27][C:28]([N:30]1[CH2:35][CH2:34][C:33]([C:37]2[CH:42]=[C:41](F)[CH:40]=[CH:39][C:38]=2[SH:44])([OH:36])[CH2:32][CH2:31]1)=[O:29])([CH3:26])([CH3:25])[CH3:24]>>[C:23]([O:27][C:28]([N:30]1[CH2:31][CH2:32][C:33]([OH:36])([C:37]2[CH:42]=[CH:41][CH:40]=[CH:39][C:38]=2[SH:44])[CH2:34][CH2:35]1)=[O:29])([CH3:26])([CH3:24])[CH3:25]. Procedure: This intermediate was prepared from 2-bromo-benzenethiol and 4-oxo-piperidine-1-carboxylic acid tert-butyl ester in a similar way as described for 4-(5-fluoro-2-mercapto-phenyl)-4-hydroxy-piperidine-1-carboxylic acid tert-butyl ester. Reactants: [N+](=O)([O-])C1=CC=C2CCNC(C2=C1)=O (7-nitro-1,2,3,4-tetrahydroisoquinolin-1-one), C(C)(=O)OCC (ethyl acetate), O1CCCC1 (tetrahydrofuran), [H-].[Na+] (sodium hydride), BrCC(=O)OC (methyl bromoacetate). The solvent is O (water). Run at time 3 hour. Product: CC(=O)CON1C(C2=CC(=CC=C2CC1)[N+](=O)[O-])=O (2-methylcarbonylmethoxy-7-nitro-1,2,3,4-tetrahydroisoquinolin-1-one). Yield: 55.0%. Reaction SMILES: [N+:1]([C:4]1[CH:13]=[C:12]2[C:7]([CH2:8][CH2:9][NH:10][C:11]2=[O:14])=[CH:6][CH:5]=1)([O-:3])=[O:2].[H-].[Na+].BrCC(OC)=[O:20].C(OCC)(=O)C.[O:29]1C[CH2:32][CH2:31][CH2:30]1>O>[CH3:32][C:31]([CH2:30][O:29][N:10]1[CH2:9][CH2:8][C:7]2[C:12](=[CH:13][C:4]([N+:1]([O-:3])=[O:2])=[CH:5][CH:6]=2)[C:11]1=[O:14])=[O:20] |f:1.2|. Reported procedure: To a solution consisting of 7-nitro-1,2,3,4-tetrahydroisoquinolin-1-one (2.0 g, 10.4 mmol) in tetrahydrofuran (300 mL) was added sodium hydride (500 mg, 60% suspension in oil, 12.5 mmol). To the resulting mixture was added methyl bromoacetate (1.1 mL, 11 mmol). After 3 hours, ethyl acetate (20 mL) was added followed by water (25 mL). The solution was concentrated and the resulting oil was partitioned between ethyl acetate and water (1:1,200 mL). The layers were separated and the organic layer wa...